This data is from the Open Reaction Database (ORD), a public repository of structured organic reaction records. The task is: describe an organic reaction: reactants, conditions, products, and yield Starting materials: CC(O)c1cc(Br)ccc1F, ClCCl. Product: CC(=O)c1cc(Br)ccc1F. Reaction SMILES: [Br:1][c:2]1[cH:3][cH:4][c:5]([F:11])[c:6]([CH:8]([CH3:9])[OH:10])[cH:7]1.[Cl:12][CH2:13][Cl:14]>>[Br:1][c:2]1[cH:3][cH:4][c:5]([F:11])[c:6]([C:8]([CH3:9])=[O:10])[cH:7]1.